From a dataset of the Open Reaction Database (ORD), a public repository of structured organic reaction records. describe an organic reaction: reactants, conditions, products, and yield Reactants: P(Br)(Br)Br (phosphorus tribromide), BrC=1C=C(CO)C=CC1F (3-bromo-4-fluoro-benzyl alcohol), O (water). Solvent: C1(=CC=CC=C1)C (toluene). RXN SMILES: [Br:1][C:2]1[CH:3]=[C:4]([CH:7]=[CH:8][C:9]=1[F:10])[CH2:5]O.P(Br)(Br)[Br:12].O>C1(C)C=CC=CC=1>[Br:1][C:2]1[CH:3]=[C:4]([CH:7]=[CH:8][C:9]=1[F:10])[CH2:5][Br:12]. Procedure details: 20.5 g (0.1 mol) of 3-bromo-4-fluoro-benzyl alcohol were dissolved in 100 ml of anhydrous toluene, and 10 g of phosphorus tribromide were added dropwise at 0° to 10° C., while stirring. The mixture was then stirred at room temperature for 2 hours. The reaction batch was subsequently poured into 500 ml of water, the organic phase was separated off and dried over magnesium sulphate and the solvent was distilled off under a waterpump vacuum. The residue was distilled in vacuo. 24 g (89.6% of theory... Isolated yield 242.5%. Product: BrC=1C=C(CBr)C=CC1F (3-bromo-4-fluoro-benzyl bromide). Reactants: FC(C(=O)O)(F)F (Trifluoroacetic acid), C(C)(C)(C)OC(=O)N1CCC(CC1)NC(=O)C=1C=CC2=C(NC(CS2)=O)C1 (4-[(3-oxo-3,4-dihydro-2H-benzo[1,4]thiazine-6-carbonyl)-amino]-piperidine-1-carboxylic acid tert-butyl ester). Solvent: ClCCl (dichloromethane). Reaction conditions: time 2 hour. Product: N1CCC(CC1)NC(=O)C=1C=CC2=C(NC(CS2)=O)C1 (3-oxo-3,4-dihydro-2H-benzo[1,4]thiazine-6-carboxylic acid piperidin-4-ylamide). Yield: 56.6%. As a reaction SMILES: FC(F)(F)C(O)=O.C(OC([N:15]1[CH2:20][CH2:19][CH:18]([NH:21][C:22]([C:24]2[CH:25]=[CH:26][C:27]3[S:32][CH2:31][C:30](=[O:33])[NH:29][C:28]=3[CH:34]=2)=[O:23])[CH2:17][CH2:16]1)=O)(C)(C)C>ClCCl>[NH:15]1[CH2:20][CH2:19][CH:18]([NH:21][C:22]([C:24]2[CH:25]=[CH:26][C:27]3[S:32][CH2:31][C:30](=[O:33])[NH:29][C:28]=3[CH:34]=2)=[O:23])[CH2:17][CH2:16]1. Reported procedure: Trifluoroacetic acid (1.73 mL, 22.20 mmol, 15.0 eq) is added at 0° C. to a stirred solution of 4-[(3-oxo-3,4-dihydro-2H-benzo[1,4]thiazine-6-carbonyl)-amino]-piperidine-1-carboxylic acid tert-butyl ester (610 mg, 1.48 mmol, 1.0 eq) in dichloromethane (20 mL). After 2 hours stirring at room temperature, the reaction mixture is extracted with dichloromethane (3×20 mL) and water (20 mL) and the pH is adjusted to 12 by the addition of a 1N sodium hydroxide aqueous solution. The combined organic laye... Reactants: NCCNC(=S)NC1=C(C=C(C=C1Cl)[N+](=O)[O-])Cl (1-(2-aminoethyl)-3-(2,6-dichloro-4-nitrophenyl)-thiourea), C([O-])([O-])=O.[Cs+].[Cs+] (cesium carbonate). Run in C(CC)O (n-propanol). Reaction conditions: time 30 minute. The product is ClC1=C(C(=CC(=C1)[N+](=O)[O-])Cl)N=C1NCCN1 (2-[(2,6-dichloro-4-nitrophenyl)imino]imidazolidine). Reaction SMILES: [NH2:1][CH2:2][CH2:3][NH:4][C:5]([NH:7][C:8]1[C:13]([Cl:14])=[CH:12][C:11]([N+:15]([O-:17])=[O:16])=[CH:10][C:9]=1[Cl:18])=S.C(=O)([O-])[O-].[Cs+].[Cs+]>C(O)CC>[Cl:18][C:9]1[CH:10]=[C:11]([N+:15]([O-:17])=[O:16])[CH:12]=[C:13]([Cl:14])[C:8]=1[N:7]=[C:5]1[NH:4][CH2:3][CH2:2][NH:1]1 |f:1.2.3|. Reported procedure: The thiourea (7) (0.50 g, 1.6 mmole) was suspended in 10 mL of n-propanol and cesium carbonate (0.53 g, 1.6 mmole) was added. The yellow suspension was stirred at ambient temperature for approximately 30 minutes, when the color changed from yellow to orange. The mixture was heated at reflux for about 24 hours, and the solvent was then removed on a rotary evaporator. The residue was partitioned between 1M HCl and ethyl acetate and the aqueous phase was brought to a pH of 8-9 with 1N NaOH. The res... Reactants: ClC=1C=C(C(=C(C1)C=1C=NC=2C(CCC2C1)NC(=O)C1(CC1)N)C1=NOC(=N1)C)F (1-Amino-cyclopropanecarboxylic acid{(rac)-3-[5-chloro-3-fluoro-2-(5-methyl-[1,2,4]oxadiazol-3-yl)-phenyl]-6,7-dihydro-5H-[1]pyrindin-7-yl}-amide), COC1=NC=C(C=N1)C(=O)O (2-methoxy-pyrimidine-5-carboxylic acid). The product is ClC=1C=C(C(=C(C1)C=1C=NC=2C(CCC2C1)NC(=O)C1(CC1)NC(=O)C=1C=NC(=NC1)OC)C1=NOC(=N1)C)F (2-Methoxy-pyrimidine-5-carboxylic acid(1-{(rac)-3-[5-chloro-3-fluoro-2-(5-methyl-[1,2,4]oxadiazol-3-yl)-phenyl]-6,7-dihydro-5H-[1]pyrindin-7-ylcarbamoyl}-cyclopropyl)-amide). RXN SMILES: [Cl:1][C:2]1[CH:3]=[C:4]([F:30])[C:5]([C:24]2[N:28]=[C:27]([CH3:29])[O:26][N:25]=2)=[C:6]([C:8]2[CH:9]=[N:10][C:11]3[CH:12]([NH:17][C:18]([C:20]4([NH2:23])[CH2:22][CH2:21]4)=[O:19])[CH2:13][CH2:14][C:15]=3[CH:16]=2)[CH:7]=1.[CH3:31][O:32][C:33]1[N:38]=[CH:37][C:36]([C:39](O)=[O:40])=[CH:35][N:34]=1>>[Cl:1][C:2]1[CH:3]=[C:4]([F:30])[C:5]([C:24]2[N:28]=[C:27]([CH3:29])[O:26][N:25]=2)=[C:6]([C:8]2[CH:9]=[N:10][C:11]3[CH:12]([NH:17][C:18]([C:20]4([NH:23][C:39]([C:36]5[CH:35]=[N:34][C:33]([O:32][CH3:31])=[N:38][CH:37]=5)=[O:40])[CH2:22][CH2:21]4)=[O:19])[CH2:13][CH2:14][C:15]=3[CH:16]=2)[CH:7]=1. Procedure details: In analogy to the procedure described for the preparation of intermediate A-1 [B], 1-amino-cyclopropanecarboxylic acid{(rac)-3-[5-chloro-3-fluoro-2-(5-methyl-[1,2,4]oxadiazol-3-yl)-phenyl]-6,7-dihydro-5H-[1]pyrindin-7-yl}-amide (example 37) has been coupled with 2-methoxy-pyrimidine-5-carboxylic acid to yield the title compound as off-white solid. MS: 564.2 (MH+, 1Cl). Reactants: C(C)C1C(C2=CC=C(C=C2C1)[N+](=O)[O-])C=1N=CNC1 (4-(2-ethyl-2,3-dihydro-5-nitro-1H-inden-1-yl)-1H-imidazole), [H][H] (hydrogen), C(C)O (ethanol). The reagents and catalysts are O=[Pt]=O (PtO2). The product is NC=1C=C2CC(CC2=CC1)(CC)C=1N=CNC1 (4-(5-amino-2-ethyl-2,3-dihydro-1H-inden-2-yl)-1H-imidazole). Isolated yield 91.0%. Reaction SMILES: C([CH:3]1[CH2:11][C:10]2[C:5](=[CH:6][CH:7]=[C:8]([N+:12]([O-])=O)[CH:9]=2)[CH:4]1[C:15]1[N:16]=[CH:17][NH:18][CH:19]=1)C.[H][H].[CH2:22](O)[CH3:23]>O=[Pt]=O>[NH2:12][C:8]1[CH:9]=[C:10]2[C:11](=[CH:6][CH:7]=1)[CH2:3][C:4]([C:15]1[N:16]=[CH:17][NH:18][CH:19]=1)([CH2:22][CH3:23])[CH2:5]2. Procedure: A solution of 4-(2-ethyl-2,3-dihydro-5-nitro-1H-inden-1-yl)-1H-imidazole (10.25 g, 0.03988 mol) in ethanol (150 ml) was hydrogenated over PtO2 (1 g) at 3 atm pressure. When the uptake of hydrogen ceased the reaction mixture was filtered and evaporated to dryness to give 4-(5-amino-2-ethyl-2,3-dihydro-1H-inden-2-yl)-1H-imidazole (8.2 g, 91%). Reaction SMILES: Cl[C:2]1[N:7]=[C:6]([CH2:8][C:9]([O:11][CH2:12][CH3:13])=[O:10])[N:5]=[C:4]([NH:14][CH:15]=[O:16])[CH:3]=1.C([O-])(=O)C.[Na+]>C(O)C.[Pd]>[CH:15]([NH:14][C:4]1[CH:3]=[CH:2][N:7]=[C:6]([CH2:8][C:9]([O:11][CH2:12][CH3:13])=[O:10])[N:5]=1)=[O:16] |f:1.2|. Yield: 65.8%. Run in C(C)O (ethanol). Procedure: To a solution of ethyl 2-(6-chloro-4-formamidopyrimidin-2-yl)acetate (2.3 g.) and sodium acetate (0.93 g.) in 80% ethanol (50 ml.) was added 10% palladium on carbon (0.2 g.), and the mixture was stirred under a hydrogen atmosphere for 8 hours at ambient temperature. The reaction mixture was filtered and the filtrate was concentrated. To the residue were added ethyl acetate and a small amount of water and the ethyl acetate layer was separated. The remaining aqueous layer was extracted with ethyl ... Reaction conditions: time 8 hour. Reactants: ClC1=CC(=NC(=N1)CC(=O)OCC)NC=O (ethyl 2-(6-chloro-4-formamidopyrimidin-2-yl)acetate), C(C)(=O)[O-].[Na+] (sodium acetate). Yields the product C(=O)NC1=NC(=NC=C1)CC(=O)OCC (ethyl 2-(4-formamidopyrimidin-2-yl)acetate). The reagents and catalysts are [Pd] (palladium on carbon).